describe an organic reaction: reactants, conditions, products, and yield From a dataset of the Open Reaction Database (ORD), a public repository of structured organic reaction records. Starting materials: product, C(C)(C)(C)P(C(C)(C)C)C(C)(C)C (tri-tert-butylphosphine), CC(C)(C)[O-].[Na+] (NaOtBu), C1(=CC=C(C=C1)N(C1=CC=2C(C3=CC=CC=C3C2C=C1)(C)C)C1=CC=C(C=C1)C=1C=C2C=3C=C4C(=CC3NC2=CC1)C(C1=CC=CC=C14)(C)C)C1=CC=CC=C1 (biphenyl-4-yl-[4-(12,12-dimethyl-10,12-dihydro-10-azaindeno[2,1-b]fluoren-7-yl)phenyl]-(9,9-dimethyl-9H-fluoren-2-yl)amine), BrC1=CC=CC=C1 (bromobenzene). The reagents and catalysts are CC(=O)[O-].CC(=O)[O-].[Pd+2] (Pd(OAc)2). The solvent is C1(=CC=CC=C1)C (toluene). Conditions: temperature 45 celsius. The product is C1(=CC=C(C=C1)N(C1=CC=C(C=C1)C=1C=C2C=3C=C4C(=CC3N(C2=CC1)C1=CC=CC=C1)C(C1=CC=CC=C14)(C)C)C1=CC=4C(C2=CC=CC=C2C4C=C1)(C)C)C1=CC=CC=C1 (Biphenyl-4-yl-(9,9-dimethyl-9H-fluoren-2-yl)-[4-(12,12-dimethyl-10-phenyl-10,12-dihydro-10-azaindeno[2,1-b]fluoren-7-yl)phenyl]amine). RXN SMILES: [C:1]1([C:51]2[CH:56]=[CH:55][CH:54]=[CH:53][CH:52]=2)[CH:6]=[CH:5][C:4]([N:7]([C:23]2[CH:28]=[CH:27][C:26]([C:29]3[CH:30]=[C:31]4[C:39](=[CH:40][CH:41]=3)[NH:38][C:37]3[CH:36]=[C:35]5[C:42]([CH3:50])([CH3:49])[C:43]6[C:48]([C:34]5=[CH:33][C:32]4=3)=[CH:47][CH:46]=[CH:45][CH:44]=6)=[CH:25][CH:24]=2)[C:8]2[CH:20]=[CH:19][C:18]3[C:17]4[C:12](=[CH:13][CH:14]=[CH:15][CH:16]=4)[C:11]([CH3:22])([CH3:21])[C:10]=3[CH:9]=2)=[CH:3][CH:2]=1.Br[C:58]1[CH:63]=[CH:62][CH:61]=[CH:60][CH:59]=1.C(P(C(C)(C)C)C(C)(C)C)(C)(C)C.CC([O-])(C)C.[Na+]>C1(C)C=CC=CC=1.CC([O-])=O.CC([O-])=O.[Pd+2]>[C:1]1([C:51]2[CH:52]=[CH:53][CH:54]=[CH:55][CH:56]=2)[CH:2]=[CH:3][C:4]([N:7]([C:8]2[CH:20]=[CH:19][C:18]3[C:17]4[C:12](=[CH:13][CH:14]=[CH:15][CH:16]=4)[C:11]([CH3:21])([CH3:22])[C:10]=3[CH:9]=2)[C:23]2[CH:24]=[CH:25][C:26]([C:29]3[CH:30]=[C:31]4[C:39](=[CH:40][CH:41]=3)[N:38]([C:58]3[CH:63]=[CH:62][CH:61]=[CH:60][CH:59]=3)[C:37]3[CH:36]=[C:35]5[C:42]([CH3:49])([CH3:50])[C:43]6[C:48]([C:34]5=[CH:33][C:32]4=3)=[CH:47][CH:46]=[CH:45][CH:44]=6)=[CH:27][CH:28]=2)=[CH:5][CH:6]=1 |f:3.4,6.7.8|. Procedure details: 20.0 g (27.8 mmol) of biphenyl-4-yl-[4-(12,12-dimethyl-10,12-dihydro-10-azaindeno[2,1-b]fluoren-7-yl)phenyl]-(9,9-dimethyl-9H-fluoren-2-yl)amine are dissolved in 500 ml of toluene with 4.39 ml (41.7 mmol) of bromobenzene and degassed. 1.94 ml (1.94 mmol/1 M in toluene) of tri-tert-butylphosphine, 249.8 mg of Pd(OAc)2 and 4.01 g (41.7 mmol) of NaOtBu are added (solids are degassed in advance), and the mixture is stirred under reflux for 5 h. The warm (45° C.) mixture is filtered through Alox B (a... Reaction SMILES: [C:1]([CH3:2])(=[O:3])[N:4]1[CH:5]([CH3:37])[CH2:6][CH:7]([NH:29][c:30]2[n:31][cH:32][c:33]([CH3:36])[cH:34][cH:35]2)[c:8]2[cH:9][c:10](-[c:14]3[n:15][n:16][n:17]([CH2:19][CH2:20][O:21][Si:22]([C:23]([CH3:24])([CH3:25])[CH3:26])([CH3:27])[CH3:28])[cH:18]3)[cH:11][cH:12][c:13]21.[CH2:39]([N+:40]([CH2:41][CH2:42][CH2:43][CH3:44])([CH2:45][CH2:46][CH2:47][CH3:48])[CH2:49][CH2:50][CH2:51][CH3:52])[CH2:53][CH2:54][CH3:55].[F-:38].[O:56]1[CH2:57][CH2:58][CH2:59][CH2:60]1>>[C:1]([CH3:2])(=[O:3])[N:4]1[CH:5]([CH3:37])[CH2:6][CH:7]([NH:29][c:30]2[n:31][cH:32][c:33]([CH3:36])[cH:34][cH:35]2)[c:8]2[cH:9][c:10](-[c:14]3[n:15][n:16][n:17]([CH2:19][CH2:20][OH:21])[cH:18]3)[cH:11][cH:12][c:13]21. Reactants: CC(=O)N1c2ccc(-c3cn(CCO[Si](C)(C)C(C)(C)C)nn3)cc2C(Nc2ccc(C)cn2)CC1C, CCCC[N+](CCCC)(CCCC)CCCC, [F-], C1CCOC1. The product is CC(=O)N1c2ccc(-c3cn(CCO)nn3)cc2C(Nc2ccc(C)cn2)CC1C. The reactants are C(CCC)[Li] (n-butyllithium), C(CO)O (ethylene glycol), BrCC=C(C1=CC(=CC=C1)C(F)(F)F)C1=CC=CC=C1 (3-Bromo-1-phenyl-1-(3-(trifluoromethyl)phenyl)-1-propene). Solvent: O (water), hexanes. Run at time 0.5 hour. Yields the product C1(=CC=CC=C1)C(=CCOCCO)C1=CC(=CC=C1)C(F)(F)F (2-(3-phenyl-3-(3-(trifluoromethyl)phenyl)-2-propen-1-yloxy)-ethanol). Yield: 52.0%. Reaction SMILES: C([Li])CCC.[CH2:6]([OH:9])[CH2:7][OH:8].Br[CH2:11][CH:12]=[C:13]([C:24]1[CH:29]=[CH:28][CH:27]=[CH:26][CH:25]=1)[C:14]1[CH:19]=[CH:18][CH:17]=[C:16]([C:20]([F:23])([F:22])[F:21])[CH:15]=1>O>[C:24]1([C:13]([C:14]2[CH:19]=[CH:18][CH:17]=[C:16]([C:20]([F:21])([F:22])[F:23])[CH:15]=2)=[CH:12][CH2:11][O:8][CH2:7][CH2:6][OH:9])[CH:25]=[CH:26][CH:27]=[CH:28][CH:29]=1. Reported procedure: A solution of n-butyllithium in hexanes (16 ml, 2.5 M) was added drop-wise under a nitrogen atmosphere to dry ethylene glycol (40 ml) at 10° C. When addition was complete the mixture was stirred for 0.5 h at room temperature. 3-Bromo-1-phenyl-1-(3-(trifluoromethyl)phenyl)-1-propene (12.0 g, 35 mmol, prepared similarly to the method described in Example 26) was added and the reaction mixture was stirred at room temperature for 72 h. The mixture was poured into water (300 ml) and extracted with et... The reactants are S(=O)(=O)(Cl)Cl (Sulphuryl chloride), OC1=C(SC=C1)C(=O)OC (methyl 3-hydroxythiophene-2-carboxylate). Run in C(Cl)(Cl)Cl (chloroform). Conditions: time 4 hour. Product: ClC1(SC=CC1=O)C(=O)OC (2-Chloro-2-methoxycarbonylthiophen-3(2H)-one). Reaction SMILES: S(Cl)([Cl:4])(=O)=O.[OH:6][C:7]1[CH:11]=[CH:10][S:9][C:8]=1[C:12]([O:14][CH3:15])=[O:13]>C(Cl)(Cl)Cl>[Cl:4][C:8]1([C:12]([O:14][CH3:15])=[O:13])[C:7](=[O:6])[CH:11]=[CH:10][S:9]1. Reported procedure: Sulphuryl chloride (0.11 mol) was added to a stirred solution of methyl 3-hydroxythiophene-2-carboxylate (0.1 mol) (C. Corral, J. Lissavetzty; Syntheses (1984), 847) in anhydrous chloroform (50 ml). After stirring at room temperature for 4 hours the solvent was removed under reduced pressure and the residue used crude in the following preparations (m.p. 70°-71° C., hexane). The reactants are C(=O)NC1=CC=CC(=N1)C(C(=O)O)=NO (2-(6-formamidopyridin-2-yl)-2-hydroxyiminoacetic acid), ClC(C(=O)Cl)Cl (dichloroacetyl chloride). Run in C(Cl)Cl (methylene chloride). Reaction conditions: time 5 hour. Product: C(=O)NC1=CC=CC(=N1)C(C(=O)O)=NOC(C(Cl)Cl)=O (2-(6-formamidopyridin-2-yl)-2-dichloroacetoxyiminoacetic acid). Isolated yield 83.5%. As a reaction SMILES: [CH:1]([NH:3][C:4]1[N:9]=[C:8]([C:10](=[N:14][OH:15])[C:11]([OH:13])=[O:12])[CH:7]=[CH:6][CH:5]=1)=[O:2].[Cl:16][CH:17]([Cl:21])[C:18](Cl)=[O:19]>C(Cl)Cl>[CH:1]([NH:3][C:4]1[N:9]=[C:8]([C:10](=[N:14][O:15][C:18](=[O:19])[CH:17]([Cl:21])[Cl:16])[C:11]([OH:13])=[O:12])[CH:7]=[CH:6][CH:5]=1)=[O:2]. Procedure details: A mixture of 2-(6-formamidopyridin-2-yl)-2-hydroxyiminoacetic acid (3.6 g.), dichloroacetyl chloride (7.6 g.) and methylene chloride (100 ml.) was stirred at room temperature for 5 hours. The precipitates were collected by filtration, washed with diethyl ether and dried to give 2-(6-formamidopyridin-2-yl)-2-dichloroacetoxyiminoacetic acid (4.6 g.), mp 88° to 90° C. Starting materials: C(C1=CC=CC=C1)[Mg]Br (Benzylmagnesium bromide), C(C)OC(=O)C1(CC1)C1=CC=C(C=C1)C1=CC=C(C=C1)C1=C(C(=NO1)C)CCC=O (1-{4′-[3-Methyl-4-(3-oxo-propyl)-isoxazol-5-yl]-biphenyl-4-yl}-cyclopropanecarboxylic acid ethyl ester), C(C1=CC=CC=C1)[Mg]Br (benzylmagnesium bromide). Procedure: 1-{4′-[3-Methyl-4-(3-oxo-propyl)-isoxazol-5-yl]-biphenyl-4-yl}-cyclopropanecarboxylic acid ethyl ester (0.250 g, 0.62 mmol) was dissolved in THF and cooled to 0° C. under N2 atmosphere. Benzylmagnesium bromide (19% in THF, 0.62 mL, 0.62 mmol) was added and the reaction was allowed to slowly warm to room temperature. After 1.5 hours, the reaction was cooled to 0° C. and additional benzylmagnesium bromide (19% in THF, 0.1 mL, 0.10 mmol) was added, and the reaction was stirred for 30 minutes. The m... Run at temperature 0 celsius, time 1.5 hour. RXN SMILES: [CH2:1]([O:3][C:4]([C:6]1([C:9]2[CH:14]=[CH:13][C:12]([C:15]3[CH:20]=[CH:19][C:18]([C:21]4[O:25][N:24]=[C:23]([CH3:26])[C:22]=4[CH2:27][CH2:28][CH:29]=[O:30])=[CH:17][CH:16]=3)=[CH:11][CH:10]=2)[CH2:8][CH2:7]1)=[O:5])[CH3:2].[CH2:31]([Mg]Br)[C:32]1[CH:37]=[CH:36][CH:35]=[CH:34][CH:33]=1>C1COCC1>[CH2:1]([O:3][C:4]([C:6]1([C:9]2[CH:10]=[CH:11][C:12]([C:15]3[CH:20]=[CH:19][C:18]([C:21]4[O:25][N:24]=[C:23]([CH3:26])[C:22]=4[CH2:27][CH2:28][CH:29]([OH:30])[CH2:31][C:32]4[CH:37]=[CH:36][CH:35]=[CH:34][CH:33]=4)=[CH:17][CH:16]=3)=[CH:13][CH:14]=2)[CH2:8][CH2:7]1)=[O:5])[CH3:2]. The solvent is C1CCOC1 (THF). The product is C(C)OC(=O)C1(CC1)C1=CC=C(C=C1)C1=CC=C(C=C1)C1=C(C(=NO1)C)CCC(CC1=CC=CC=C1)O (1-{4′-[4-(3-Hydroxy-4-phenyl-butyl)-3-methyl-isoxazol-5-yl]-biphenyl-4-yl}-cyclopropanecarboxylic acid ethyl ester). The reactants are COC1=C(C=O)C=CC(=C1)OC (2,4-dimethoxybenzaldehyde), SC(C(=O)O)C (2-mercaptopropionic acid), C([O-])([O-])=O.[NH4+].[NH4+] (ammonium carbonate). Run in C1=CC=CC=C1 (benzene). The product is COC=1C=C(C=CC1OC)C1SC(C(N1)=O)C (2-(3,4-dimethoxyphenyl)-5-methylthiazolidine-4-one). The yield is 81.0%. As a reaction SMILES: CO[C:3]1[CH:10]=[C:9]([O:11][CH3:12])[CH:8]=[CH:7][C:4]=1[CH:5]=O.[SH:13][CH:14]([CH3:18])[C:15](O)=[O:16].[C:19](=[O:22])([O-])[O-].[NH4+:23].[NH4+]>C1C=CC=CC=1>[CH3:19][O:22][C:8]1[CH:7]=[C:4]([CH:5]2[NH:23][C:15](=[O:16])[CH:14]([CH3:18])[S:13]2)[CH:3]=[CH:10][C:9]=1[O:11][CH3:12] |f:2.3.4|. Reported procedure: A mixture of 16.6 g of 2,4-dimethoxybenzaldehyde, 10.6 g of 2-mercaptopropionic acid and 6 g of ammonium carbonate in 250 ml of benzene was refluxed for 3 hours in a reaction vessel provided with a Dean-Stark apparatus at 80° C. while removing the distilled water. The crystals which separated out after cooling the reaction mixture were collected by filtration and recrystallized from hot benzene to obtain the object, colourless leaf-like crystals melting at 151° to 152.5° C. in an amount of 20.4 ... Yields the product O=C1c2ncc3c(ccn3Cc3ccc(F)cc3)c2CCCN1O. Reaction SMILES: [CH2:31]1[O:32][CH2:33][CH2:34][CH2:35]1.[CH3:37][C:38](=[O:39])[OH:40].[F:1][c:2]1[cH:3][cH:4][c:5]([CH2:6][n:7]2[cH:8][cH:9][c:10]3[c:11]2[cH:12][n:13][c:14]2[c:20]3[CH2:19][CH2:18][CH2:17][N:16]([O:21][CH:22]3[CH2:23][CH2:24][CH2:25][CH2:26][O:27]3)[C:15]2=[O:28])[cH:29][cH:30]1.[OH2:36]>>[F:1][c:2]1[cH:3][cH:4][c:5]([CH2:6][n:7]2[cH:8][cH:9][c:10]3[c:11]2[cH:12][n:13][c:14]2[c:20]3[CH2:19][CH2:18][CH2:17][N:16]([OH:21])[C:15]2=[O:28])[cH:29][cH:30]1. The reactants are C1CCOC1, CC(=O)O, O=C1c2ncc3c(ccn3Cc3ccc(F)cc3)c2CCCN1OC1CCCCO1, O.